From a dataset of the Open Reaction Database (ORD), a public repository of structured organic reaction records. describe an organic reaction: reactants, conditions, products, and yield Starting materials: CC(O)(c1ccc(Br)cc1)C(F)(F)F, CC1COCCN1CC1CN(S(=O)(=O)c2cccs2)CCN1, CC(C)(C)[O-], Cc1ccccc1, CC(C)Oc1cccc(OC(C)C)c1-c1ccccc1P(C1CCCCC1)C1CCCCC1, CC(C)O, [Na+], O. Yields the product CC1COCCN1CC1CN(S(=O)(=O)c2cccs2)CCN1c1ccc(C(C)(O)C(F)(F)F)cc1. As a reaction SMILES: [Br:23][c:24]1[cH:25][cH:26][c:27]([C:30]([C:31]([F:32])([F:33])[F:34])([CH3:35])[OH:36])[cH:28][cH:29]1.[CH3:1][CH:2]1[CH2:3][O:4][CH2:5][CH2:6][N:7]1[CH2:8][CH:9]1[NH:10][CH2:11][CH2:12][N:13]([S:15](=[O:16])(=[O:17])[c:18]2[s:19][cH:20][cH:21][cH:22]2)[CH2:14]1.[CH3:37][C:38]([CH3:39])([O-:40])[CH3:41].[CH3:81][c:82]1[cH:83][cH:84][cH:85][cH:86][cH:87]1.[CH:43]1([P:44]([CH:45]2[CH2:46][CH2:47][CH2:48][CH2:49][CH2:50]2)[c:51]2[cH:52][cH:53][cH:54][cH:55][c:56]2-[c:57]2[c:58]([O:59][CH:60]([CH3:61])[CH3:62])[cH:63][cH:64][cH:65][c:66]2[O:67][CH:68]([CH3:69])[CH3:70])[CH2:71][CH2:72][CH2:73][CH2:74][CH2:75]1.[CH:77]([OH:78])([CH3:79])[CH3:80].[Na+:42].[OH2:76]>>[CH3:1][CH:2]1[CH2:3][O:4][CH2:5][CH2:6][N:7]1[CH2:8][CH:9]1[N:10]([c:24]2[cH:25][cH:26][c:27]([C:30]([C:31]([F:32])([F:33])[F:34])([CH3:35])[OH:36])[cH:28][cH:29]2)[CH2:11][CH2:12][N:13]([S:15](=[O:16])(=[O:17])[c:18]2[s:19][cH:20][cH:21][cH:22]2)[CH2:14]1. Starting materials: COCCOC, Cc1csc2c(SC[N+](=O)[O-])cccc12, O. Product: Cc1csc2c(S(=O)C[N+](=O)[O-])cccc12. Reaction SMILES: [CH3:17][O:18][CH2:19][CH2:20][O:21][CH3:22].[CH3:1][c:2]1[c:3]2[c:4]([s:5][cH:6]1)[c:7]([S:11][CH2:12][N+:13](=[O:14])[O-:15])[cH:8][cH:9][cH:10]2.[OH2:16]>>[CH3:1][c:2]1[c:3]2[c:4]([s:5][cH:6]1)[c:7]([S:11]([CH2:12][N+:13](=[O:14])[O-:15])=[O:16])[cH:8][cH:9][cH:10]2. Starting materials: COC=1C=C(C=CC1[N+](=O)[O-])N1CCC(CC1)O (1-[3-(methyloxy)-4-nitrophenyl]-4-piperidinol), C(C(=O)Cl)(=O)Cl (Oxalyl chloride), TEA. Solvent: C(Cl)Cl (DCM), CS(=O)C (DMSO), CS(=O)C (DMSO), C(Cl)Cl (DCM), C(Cl)Cl (DCM). Run at temperature -78 celsius, time 10 minute. Product: COC=1C=C(C=CC1[N+](=O)[O-])N1CCC(CC1)=O (1-[3-(methyloxy)-4-nitrophenyl]-4-piperidinone). Yield: 98.3%. As a reaction SMILES: C(Cl)(=O)C(Cl)=O.[CH3:7][O:8][C:9]1[CH:10]=[C:11]([N:18]2[CH2:23][CH2:22][CH:21]([OH:24])[CH2:20][CH2:19]2)[CH:12]=[CH:13][C:14]=1[N+:15]([O-:17])=[O:16]>C(Cl)Cl.CS(C)=O>[CH3:7][O:8][C:9]1[CH:10]=[C:11]([N:18]2[CH2:23][CH2:22][C:21](=[O:24])[CH2:20][CH2:19]2)[CH:12]=[CH:13][C:14]=1[N+:15]([O-:17])=[O:16]. Procedure: Oxalyl chloride (11.9 mL, 23.78 mmol) was dissolved in DCM (200 mL) and cooled to −78° C. DMSO (3.4 mL, 47.58 mmol) in DCM (15 mL) was added to the solution dropwise via an addition funnel. Upon completion of addition, the reaction was allowed to stir 10 min. 1-[3-(methyloxy)-4-nitrophenyl]-4-piperidinol (4.04 g, 15.86 mmol) in DMSO (6 mL) and DCM (15 mL) was added dropwise via addition funnel. Upon completion of addition, the reaction was allowed to stir 15 minutes. TEA (11.0 mL, 79.3 mmol) was... Starting materials: S([O-])(O)=O.[Na+] (Sodium bisulfite), C=O (formaldehyde), CCC(=S)NC1[C@@H]2N(C(=C(CS2)CSC=2SC(=NN2)CN)C(=O)O)C1=O (7-(2-methylthioacetamido)-3-(5-aminomethyl-1,3,4-thiadiazol-2-yl)thiomethyl-3-cephem-4-carboxylic acid), [OH-].[Na+] (sodium hydroxide). Run in O (water), O (water), O (water). Conditions: temperature 60 celsius, time 2 hour. The product is CCC(=S)NC1[C@@H]2N(C(=C(CS2)CSC=2SC(=NN2)CNCS(=O)(=O)O)C(=O)[O-])C1=O.[Na+].[Na+].CCC(=S)NC1[C@@H]2N(C(=C(CS2)CSC=2SC(=NN2)CNCS(=O)(=O)O)C(=O)[O-])C1=O (di-sodium 7-(2-methylthioacetamido)-3-(5-sulfomethylaminomethyl-1,3,4-thiadiazol-2-yl)thiomethyl-3-cephem-4-carboxylate). Reaction SMILES: [CH3:1][CH2:2][C:3]([NH:5][CH:6]1[C:25](=[O:26])[N:8]2[C:9]([C:22]([OH:24])=[O:23])=[C:10]([CH2:13][S:14][C:15]3[S:16][C:17]([CH2:20][NH2:21])=[N:18][N:19]=3)[CH2:11][S:12][C@H:7]12)=[S:4].[OH-].[Na+:28].[S:29](=[O:32])([OH:31])[O-:30].[Na+].[CH2:34]=O>O>[CH3:1][CH2:2][C:3]([NH:5][CH:6]1[C:25](=[O:26])[N:8]2[C:9]([C:22]([O-:24])=[O:23])=[C:10]([CH2:13][S:14][C:15]3[S:16][C:17]([CH2:20][NH:21][CH2:34][S:29]([OH:31])(=[O:30])=[O:32])=[N:18][N:19]=3)[CH2:11][S:12][C@H:7]12)=[S:4].[Na+:28].[Na+:28].[CH3:1][CH2:2][C:3]([NH:5][CH:6]1[C:25](=[O:26])[N:8]2[C:9]([C:22]([O-:24])=[O:23])=[C:10]([CH2:13][S:14][C:15]3[S:16][C:17]([CH2:20][NH:21][CH2:34][S:29]([OH:31])(=[O:30])=[O:32])=[N:18][N:19]=3)[CH2:11][S:12][C@H:7]12)=[S:4] |f:1.2,3.4,7.8.9.10|. Procedure details: To a suspension of 7-(2-methylthioacetamido)-3-(5-aminomethyl-1,3,4-thiadiazol-2-yl)thiomethyl-3-cephem-4-carboxylic acid (4.05 g.) in water (20 ml.) was added 1 N aqueous sodium hydroxide solution (9 ml.) under ice cooling to dissolve. Sodium bisulfite (3.12 g.) and 39% formaldehyde (2.25 ml.) were added to water (7.5 ml.) and, the solution was warmed at 60° C. for 5 minutes and adjusted to the total amount of 50 ml. by water. Thus obtained solution (22.5 ml.) was added to the solution above pr...